From a dataset of the Open Reaction Database (ORD), a public repository of structured organic reaction records. describe an organic reaction: reactants, conditions, products, and yield Starting materials: CN(C)C=O, O=C1CCC(=O)N1I, Cc1ccnc(N)c1C#N. Product: Cc1c(I)cnc(N)c1C#N. RXN SMILES: [CH3:19][N:20]([CH3:21])[CH:22]=[O:23].[I:11][N:12]1[C:13](=[O:14])[CH2:15][CH2:16][C:17]1=[O:18].[NH2:1][c:2]1[n:3][cH:4][cH:5][c:6]([CH3:10])[c:7]1[C:8]#[N:9]>>[NH2:1][c:2]1[n:3][cH:4][c:5]([I:11])[c:6]([CH3:10])[c:7]1[C:8]#[N:9]. Reactants: CO, O=C(NCCCC1c2[nH]c3ccccc3c2CC2C(=O)N3CCCC3C(=O)N21)OCc1ccccc1. The product is NCCCC1c2[nH]c3ccccc3c2CC2C(=O)N3CCCC3C(=O)N21. RXN SMILES: [CH3:37][OH:38].[O:1]=[C:2]1[N:3]2[CH:4]([C:5](=[O:33])[N:6]3[CH:7]([CH2:19][CH2:20][CH2:21][NH:22][C:23](=[O:24])[O:25][CH2:26][c:27]4[cH:28][cH:29][cH:30][cH:31][cH:32]4)[c:8]4[nH:9][c:10]5[cH:11][cH:12][cH:13][cH:14][c:15]5[c:16]4[CH2:17][CH:18]13)[CH2:34][CH2:35][CH2:36]2>>[O:1]=[C:2]1[N:3]2[CH:4]([C:5](=[O:33])[N:6]3[CH:7]([CH2:19][CH2:20][CH2:21][NH2:22])[c:8]4[nH:9][c:10]5[cH:11][cH:12][cH:13][cH:14][c:15]5[c:16]4[CH2:17][CH:18]13)[CH2:34][CH2:35][CH2:36]2. The reactants are S(O)(O)(=O)=O (sulphuric acid), N1C(=NC2=C1C=CC=C2)CNC(=S)N (N-(1H-benzimidazol-2-ylmethyl)thiourea), [O-]CC.[Na+] (sodium ethoxide), C(#N)CC(=O)OCC (ethyl cyanoacetate). Run in O (water), CCO (EtOH), CCO (EtOH). Run at time 7 hour. Yields the product NC1=CC(NC(N1CC1=NC2=C(N1)C=CC=C2)=S)=O (6-amino-1-(1H-benzimidazol-2-ylmethyl)-2-thioxo-2,3-dihydropyrimidin-4(1H)-one). The yield is 30.3%. RXN SMILES: [NH:1]1[C:5]2[CH:6]=[CH:7][CH:8]=[CH:9][C:4]=2[N:3]=[C:2]1[CH2:10][NH:11][C:12]([NH2:14])=[S:13].[O-]CC.[Na+].[C:19]([CH2:21][C:22](OCC)=[O:23])#[N:20].S(=O)(=O)(O)O>CCO.O>[NH2:20][C:19]1[N:11]([CH2:10][C:2]2[NH:3][C:4]3[CH:9]=[CH:8][CH:7]=[CH:6][C:5]=3[N:1]=2)[C:12](=[S:13])[NH:14][C:22](=[O:23])[CH:21]=1 |f:1.2|. Procedure: To a solution of N-(1H-benzimidazol-2-ylmethyl)thiourea (0.85 g, 4.1 mmol, obtained from Example 8(a)) in EtOH (10 mL) was added, dropwise, in portions during 7 h, sodium ethoxide (1M, 16.6 mL, 16.6 mmol) and a solution of ethyl cyanoacetate (1.76 mL, 16.6 mmol) in EtOH (10 mL) while the reaction was stirred at 80° C. After cooling to r.t. water (200 mL) was added followed by 2M sulphuric acid, the mixture was concentrated until precipitation occurred. The formed solid was collected by filtratio...